From a dataset of the Open Reaction Database (ORD), a public repository of structured organic reaction records. describe an organic reaction: reactants, conditions, products, and yield Starting materials: COC1=CC=C2CC3=C(N(C=C3)CCNC(C)=O)C2=C1 (N-[2-(7-methoxy-1,4-dihydro-indeno[1,2-b]pyrrol-1-yl)-ethyl]-acetamide), [OH-].[K+] (potassium hydroxide), C(CO)O.O (ethylene glycol water), [Cl-].[Na+] (sodium chloride). The product is C(\C=C\C(=O)O)(=O)O.COC1=CC=C2CC3=C(N(C=C3)CCN)C2=C1 (2-(7-methoxy-1,4-dihydro-indeno[1,2-b]pyrrol-1-yl)-ethylamine fumarate). Isolated yield 66.0%. RXN SMILES: [CH3:1][O:2][C:3]1[CH:20]=[C:19]2[C:6]([CH2:7][C:8]3[CH:12]=[CH:11][N:10]([CH2:13][CH2:14][NH:15][C:16](=[O:18])[CH3:17])[C:9]=32)=[CH:5][CH:4]=1.[OH-:21].[K+].[Cl-].[Na+].[CH2:25]([OH:28])[CH2:26]O.[OH2:29]>>[C:16]([OH:18])(=[O:29])/[CH:17]=[CH:26]/[C:25]([OH:28])=[O:21].[CH3:1][O:2][C:3]1[CH:20]=[C:19]2[C:6]([CH2:7][C:8]3[CH:12]=[CH:11][N:10]([CH2:13][CH2:14][NH2:15])[C:9]=32)=[CH:5][CH:4]=1 |f:1.2,3.4,5.6,7.8|. Procedure: 2.4 g of N-[2-(7-methoxy-1,4-dihydro-indeno[1,2-b]pyrrol-1-yl)-ethyl]-acetamide were heated to 140° for 17 hours under argon in 48 ml of ethylene glycol/water 2:1 in the presence of 2.5 g of potassium hydroxide. The mixture was left to cool and treated with 250 ml of semi-saturated sodium chloride solution. The mixture was extracted three times with diethyl ether and the combined extracts were dried over sodium sulfate, filtered and evaporated. The brown oil was dissolved in 30 ml of methanol an... Starting materials: COC(=O)C=1C(=C2C=C(C(N(C2=CN1)CC1CCCC1)=O)Br)O (3-bromo-1-cyclopentylmethyl-5-hydroxy-2-oxo-1,2-dihydro-[1,7]naphthyridine-6-carboxylic acid methyl ester), C1(=CC=CC=C1)[Sn](CCCC)(CCCC)CCCC (PhSnBu3), Cl (HCl), CCOC(=O)C (EtOAc). Reagents/catalysts: Cl[Pd]([P](C1=CC=CC=C1)(C2=CC=CC=C2)C3=CC=CC=C3)([P](C4=CC=CC=C4)(C5=CC=CC=C5)C6=CC=CC=C6)Cl (PdCl2(PPh3)2). The solvent is CN(C)C=O (DMF), [Cl-].[Na+].O (brine). Conditions: temperature 120 celsius. The product is COC(=O)C=1C(=C2C=C(C(N(C2=CN1)CC1CCCC1)=O)C1=CC=CC=C1)O (1-Cyclopentylmethyl-5-hydroxy-2-oxo-3-phenyl-1,2-dihydro-[1,7]naphthyridine-6-carboxylic acid methyl ester). Isolated yield 75.9%. RXN SMILES: [CH3:1][O:2][C:3]([C:5]1[C:6]([OH:23])=[C:7]2[C:12](=[CH:13][N:14]=1)[N:11]([CH2:15][CH:16]1[CH2:20][CH2:19][CH2:18][CH2:17]1)[C:10](=[O:21])[C:9](Br)=[CH:8]2)=[O:4].[C:24]1([Sn](CCCC)(CCCC)CCCC)[CH:29]=[CH:28][CH:27]=[CH:26][CH:25]=1.CCOC(C)=O.Cl>CN(C=O)C.[Cl-].[Na+].O.Cl[Pd](Cl)([P](C1C=CC=CC=1)(C1C=CC=CC=1)C1C=CC=CC=1)[P](C1C=CC=CC=1)(C1C=CC=CC=1)C1C=CC=CC=1>[CH3:1][O:2][C:3]([C:5]1[C:6]([OH:23])=[C:7]2[C:12](=[CH:13][N:14]=1)[N:11]([CH2:15][CH:16]1[CH2:20][CH2:19][CH2:18][CH2:17]1)[C:10](=[O:21])[C:9]([C:24]1[CH:29]=[CH:28][CH:27]=[CH:26][CH:25]=1)=[CH:8]2)=[O:4] |f:5.6.7,^1:60,79|. Procedure: A mixture of 3-bromo-1-cyclopentylmethyl-5-hydroxy-2-oxo-1,2-dihydro-[1,7]naphthyridine-6-carboxylic acid methyl ester (300 mg, 0.79 mmol), PhSnBu3 (0.31 mL, 0.94 mmol), and PdCl2(PPh3)2 (111 mg, 0.16 mmol) in DMF (15 mL) was heated at 120° C. under nitrogen atmosphere for 3 h. After the mixture was cooled to r.t., brine and EtOAc were added. 1 M HCl was added until pH was about 2-3. The aqueous layer was extracted with additional EtOAc and the organic layers were combined, washed with water and... Reactants: [H-], [Na+], COC(=O)C1CN(C(=O)OC(C)(C)C)CC(=O)N1, CN(C)C=O, NOP(=O)(c1ccccc1)c1ccccc1. Product: COC(=O)C1CN(C(=O)OC(C)(C)C)CC(=O)N1N. RXN SMILES: [H-:19].[Na+:20].[O:1]=[C:2]1[NH:3][CH:4]([C:15](=[O:16])[O:17][CH3:18])[CH2:5][N:6]([C:8](=[O:9])[O:10][C:11]([CH3:12])([CH3:13])[CH3:14])[CH2:7]1.[O:37]=[CH:38][N:39]([CH3:40])[CH3:41].[c:21]1([P:22]([c:23]2[cH:24][cH:25][cH:26][cH:27][cH:28]2)([O:29][NH2:30])=[O:31])[cH:32][cH:33][cH:34][cH:35][cH:36]1>>[O:1]=[C:2]1[N:3]([NH2:30])[CH:4]([C:15](=[O:16])[O:17][CH3:18])[CH2:5][N:6]([C:8](=[O:9])[O:10][C:11]([CH3:12])([CH3:13])[CH3:14])[CH2:7]1. Reactants: C(C)SC(C(C(=O)SCC)C1CC2(OCCO2)CC1)=O (2-(1,4-dioxa-spiro[4.4]non-7-yl)-dithiomalonic acid di-S-ethyl ester). The reagents and catalysts are [Ni] (Ni). Solvent: C1=CC=CC=C1 (benzene), C1=CC=CC=C1 (benzene). Reaction conditions: time 16 hour. The product is O1CCOC12CC(CC2)CCO (2-(1,4-dioxa-spiro[4.4]non-7-yl)-ethanol). The yield is 45.2%. Reaction SMILES: C(S[C:4](=[O:20])[CH:5]([CH:11]1[CH2:19][CH2:18][C:13]2([O:17][CH2:16][CH2:15][O:14]2)[CH2:12]1)C(SCC)=O)C>C1C=CC=CC=1.[Ni]>[O:14]1[C:13]2([CH2:18][CH2:19][CH:11]([CH2:5][CH2:4][OH:20])[CH2:12]2)[O:17][CH2:16][CH2:15]1. Procedure details: To a solution Raney-Ni (250 mL) in benzene (100 mL) was added a solution of 2-(1,4-dioxa-spiro[4.4]non-7-yl)-dithiomalonic acid di-S-ethyl ester (28.7 g, 90 mmol) in benzene (600 mL). The mixture was stirred for 16 h at room temperature under nitrogen. The mixture was filtered to remove Raney-Ni and the filtrate was concentrated in vacuo. Purification by flash column chromatography (QingDao silica gel, 200-300 mesh, 5% ethyl acetate/pentane) afforded 2-(1,4-dioxa-spiro[4.4]non-7-yl)-ethanol (7 g... The reactants are Nc1cc(C2CC2)[nH]n1, O=C(O)c1cccc(S(=O)(=O)N2CCCC2)c1. The product is O=C(Nc1cc(C2CC2)n[nH]1)c1cccc(S(=O)(=O)N2CCCC2)c1. Reaction SMILES: [CH:18]1([c:21]2[cH:22][c:23]([NH2:26])[n:24][nH:25]2)[CH2:19][CH2:20]1.[N:1]1([S:6](=[O:7])(=[O:8])[c:9]2[cH:10][c:11]([C:12](=[O:13])[OH:14])[cH:15][cH:16][cH:17]2)[CH2:2][CH2:3][CH2:4][CH2:5]1>>[N:1]1([S:6](=[O:7])(=[O:8])[c:9]2[cH:10][c:11]([C:12](=[O:14])[NH:26][c:23]3[cH:22][c:21]([CH:18]4[CH2:19][CH2:20]4)[n:25][nH:24]3)[cH:15][cH:16][cH:17]2)[CH2:2][CH2:3][CH2:4][CH2:5]1.